Dataset: the Open Reaction Database (ORD), a public repository of structured organic reaction records. Task: describe an organic reaction: reactants, conditions, products, and yield The reactants are C(C)(=O)O (acetic acid), [OH-].[K+] (KOH), [N+](=O)([O-])C1=CC=CC=C1 (nitrobenzene), S1C(=CC=C1)CC#N (thiophene-2-acetonitrile). Run in O (water), O (water), CO (methanol). Reaction conditions: time 2 hour. Product: ON=C1C=CC(C=C1)=C(C#N)C=1SC=CC1 ((4-Hydroxyimino-cyclohexa-2,5-dienylidene)-thiophen-2-yl-acetonitrile). The yield is 50.2%. Reaction SMILES: [OH-].[K+].[S:3]1[CH:7]=[CH:6][CH:5]=[C:4]1[CH2:8][C:9]#[N:10].[N+:11]([C:14]1[CH:19]=[CH:18][CH:17]=[CH:16][CH:15]=1)([O-])=[O:12].C(O)(=O)C>CO.O>[OH:12][N:11]=[C:14]1[CH:19]=[CH:18][C:17](=[C:8]([C:4]2[S:3][CH:7]=[CH:6][CH:5]=2)[C:9]#[N:10])[CH:16]=[CH:15]1 |f:0.1|. Procedure details: 9.5 g of KOH are dissolved in 50 ml of methanol. To the solution are added 5 g (41 mmol) of thiophene-2-acetonitrile followed by 4.2 ml (41 mmol) of nitrobenzene. After the reaction mixture is stirred at room temperature for 2 hrs, 200 ml of water are added with stirring. The resulting solution is acidified by addition of 30 ml of acetic acid in 25 ml of water, leading to a dark orange precipitate. The mixture is then filtered, and the solid is washed with a mixture of methanol and water, and me... Starting materials: ClC1=C(C=CC=C1)C1CC2=C(C(=CO2)C(=O)OCC)C(C1)=O (6-(2-chlorophenyl)-3-ethoxycarbonyl-4,5,6,7-tetrahydrobenzofuran-4-one), C(=N)(N)NN.Cl (aminoguanidine hydrochloride), Cl (hydrochloric acid). Run in C(C)O (ethanol). Run at temperature 90 celsius, time 2 hour. Yields the product Cl.ClC1=C(C=CC=C1)C1CC2=C(C(=CO2)C(=O)OCC)/C(/C1)=N/NC(=N)N ((E)-6-(2-chlorophenyl)-3-ethoxycarbonyl-4-guanidinoimino-4,5,6,7-tetrahydrobenzofuran hydrochloride). Isolated yield 99.6%. RXN SMILES: [Cl:1][C:2]1[CH:7]=[CH:6][CH:5]=[CH:4][C:3]=1[CH:8]1[CH2:21][C:20](=O)[C:11]2[C:12]([C:15]([O:17][CH2:18][CH3:19])=[O:16])=[CH:13][O:14][C:10]=2[CH2:9]1.[C:23]([NH:26][NH2:27])([NH2:25])=[NH:24].Cl.Cl>C(O)C>[ClH:1].[Cl:1][C:2]1[CH:7]=[CH:6][CH:5]=[CH:4][C:3]=1[CH:8]1[CH2:21]/[C:20](=[N:27]\[NH:26][C:23]([NH2:25])=[NH:24])/[C:11]2[C:12]([C:15]([O:17][CH2:18][CH3:19])=[O:16])=[CH:13][O:14][C:10]=2[CH2:9]1 |f:1.2,5.6|. Procedure details: To a mixture of 6-(2-chlorophenyl)-3-ethoxycarbonyl-4,5,6,7-tetrahydrobenzofuran-4-one (0.14 g) and aminoguanidine hydrochloride (49 mg) were ethanol (9 ml) and 6N hydrochloric acid (0.038 ml), and the mixture was stirred at 90° C. for 2 hours and cooled. The reaction solution was concentrated under reduced pressure, and the residue was washed with ethanol, ethyl acetate and isopropylether, and dried to give (E)-6-(2-chlorophenyl)-3-ethoxycarbonyl-4-guanidinoimino-4,5,6,7-tetrahydrobenzofuran hy... Reactants: [BH4-].[Na+] (sodium borohydride), COC(=O)C1=CC=C2C(=CC=NC2=C1)Cl (7-Methoxycarbonyl-4-chloroquinoline), ice water. Solvent: CO (methanol). Yields the product OCC1=CC=C2C(=CC=NC2=C1)Cl (7-hydroxymethyl-4-chloroquinoline). Yield: 30.4%. Reaction SMILES: C[O:2][C:3]([C:5]1[CH:14]=[C:13]2[C:8]([C:9]([Cl:15])=[CH:10][CH:11]=[N:12]2)=[CH:7][CH:6]=1)=O.[BH4-].[Na+]>CO>[OH:2][CH2:3][C:5]1[CH:14]=[C:13]2[C:8]([C:9]([Cl:15])=[CH:10][CH:11]=[N:12]2)=[CH:7][CH:6]=1 |f:1.2|. Procedure details: 7-Methoxycarbonyl-4-chloroquinoline(3.75 g, 0.017 mol) was dissolved in methanol (200 ml), added under ice-cooling with sodium borohydride (12.9 g, 0.34 mol) and stirred for an hour. The reaction mixture was poured into ice water. The resulting precipitates were collected by filtration, dried over phosphorus pentoxide and recrystallized from chloroform (20 ml) to obtain 1.0 g (30%) of 7-hydroxymethyl-4-chloroquinoline. Reactants: C(C)(C)NC(C)C (diisopropylamine), C(CCC)[Li] (n-butyl lithium), [Cl-].[NH4+] (ammonium chloride), C1(CCCC1)C(=O)OC (methyl cyclopentane carboxylate), BrCCC=C (4-bromo-1-butene). Run in C1CCOC1 (THF), hexanes, C1CCOC1 (THF), C1CCOC1 (THF). Conditions: temperature 0 celsius, time 30 minute. Yields the product COC(=O)C1(CCCC1)CCC=C (1-(3-Butenyl)Cyclopentane Carboxylic Acid Methyl Ester). Isolated yield 50.4%. Reaction SMILES: C(NC(C)C)(C)C.[CH2:8]([Li])[CH2:9][CH2:10][CH3:11].[CH:13]1([C:18]([O:20][CH3:21])=[O:19])[CH2:17][CH2:16][CH2:15][CH2:14]1.BrCCC=C.[Cl-].[NH4+]>C1COCC1>[CH3:21][O:20][C:18]([C:13]1([CH2:11][CH2:10][CH:9]=[CH2:8])[CH2:17][CH2:16][CH2:15][CH2:14]1)=[O:19] |f:4.5|. Reported procedure: To a solution of diisopropylamine (225 mmol, 31.6 mL) in THF (150 mL) was added dropwise a solution of n-butyl lithium (217.5 mmol, 87 mL, 2.5M) in hexanes at −10° C. while maintaining the temperature below 0° C. After addition, the solution was stirred for 30 min at 0° C. To this, a solution of methyl cyclopentane carboxylate (150 mmol, 19.23 g) in THF (30 mL) was added dropwise at −70° C. maintaining the internal temperature between −60 to −70° C. After addition, the reaction mixture was stirr... Starting materials: O=C([O-])[O-], Cc1ccccc1, CC(C)c1cccc(C(C)C)c1NC(=O)NCC1(Nc2ccc(I)cc2)CCCC1, [K+], [K+], O, OB(O)c1ccccc1. The product is CC(C)c1cccc(C(C)C)c1NC(=O)NCC1(Nc2ccc(-c3ccccc3)cc2)CCCC1. As a reaction SMILES: [C:40](=[O:41])([O-:42])[O-:43].[CH3:47][c:48]1[cH:49][cH:50][cH:51][cH:52][cH:53]1.[CH:10]([CH3:11])([CH3:12])[c:13]1[c:14]([NH:22][C:23](=[O:24])[NH:25][CH2:26][C:27]2([NH:32][c:33]3[cH:34][cH:35][c:36]([I:39])[cH:37][cH:38]3)[CH2:28][CH2:29][CH2:30][CH2:31]2)[c:15]([CH:19]([CH3:20])[CH3:21])[cH:16][cH:17][cH:18]1.[K+:44].[K+:45].[OH2:46].[OH:1][B:2]([OH:3])[c:4]1[cH:5][cH:6][cH:7][cH:8][cH:9]1>>[c:4]1(-[c:36]2[cH:35][cH:34][c:33]([NH:32][C:27]3([CH2:26][NH:25][C:23]([NH:22][c:14]4[c:13]([CH:10]([CH3:11])[CH3:12])[cH:18][cH:17][cH:16][c:15]4[CH:19]([CH3:20])[CH3:21])=[O:24])[CH2:28][CH2:29][CH2:30][CH2:31]3)[cH:38][cH:37]2)[cH:5][cH:6][cH:7][cH:8][cH:9]1. Starting materials: CC(C)(C)[Si](O[C@@H]1C(N(CC1)CC#C)=O)(C)C ((S)-3-[[(1,1-dimethylethyl)-dimethylsilyl]oxy]-1-(2-propynyl)-2-pyrrolidinone), N1CCCCC1 (piperidine), C=O (paraformaldehyde), cupric chloride, [OH-].[NH4+] (ammonium hydroxide). The solvent is C(C)(=O)O (acetic acid), O1CCOCC1 (dioxane), O (water), ClCCl (dichloromethane). Yields the product CC(C)(C)[Si](O[C@@H]1C(N(CC1)CC#CCN1CCCCC1)=O)(C)C ((S)-3-[[(1,1-Dimethylethyl)dimethylsilyl]oxy]-1-[4-(1-piperidinyl)-2-butynyl]-2-pyrrolidinone). RXN SMILES: [CH3:1][C:2]([Si:5]([CH3:17])([CH3:16])[O:6][C@H:7]1[CH2:11][CH2:10][N:9]([CH2:12][C:13]#[CH:14])[C:8]1=[O:15])([CH3:4])[CH3:3].[NH:18]1[CH2:23][CH2:22][CH2:21][CH2:20][CH2:19]1.[CH2:24]=O.[OH-].[NH4+]>O.ClCCl.C(O)(=O)C.O1CCOCC1>[CH3:4][C:2]([Si:5]([CH3:17])([CH3:16])[O:6][C@H:7]1[CH2:11][CH2:10][N:9]([CH2:12][C:13]#[C:14][CH2:24][N:18]2[CH2:23][CH2:22][CH2:21][CH2:20][CH2:19]2)[C:8]1=[O:15])([CH3:1])[CH3:3] |f:3.4|. Reported procedure: A mixture 9.7 g of (S)-3-[[(1,1-dimethylethyl)-dimethylsilyl]oxy]-1-(2-propynyl)-2-pyrrolidinone, 50 ml of dioxane, 5.7 g of piperidine, 1.8 g of paraformaldehyde, 10.5 ml of acetic acid and 0.16 g of cupric chloride was stirred for 30 minutes and then refluxed for 2 hours. The mixture was cooled in an ice bath, basified with ammonium hydroxide and diluted with water and dichloromethane. The dichloromethane solution was washed with water, dried and concentrated in vacuo, giving the desired produ... Reactants: crude product, N1=CC=CC=C1 (pyridine), S(=O)(Cl)Cl (thionyl chloride). Conditions: temperature 0 celsius, time 8 hour. The product is C=C1C(CCC1(C)C)(C)C (1-methylene-2,2,5,5-tetramethylcyclopentane). Reaction SMILES: S(Cl)(Cl)=O.N1[CH:10]=[CH:9][CH:8]=[CH:7][CH:6]=1>>[CH2:6]=[C:7]1[C:8]([CH3:9])([CH3:7])[CH2:10][CH2:9][C:8]1([CH3:10])[CH3:6]. Procedure details: The crude product from Part B (30 g) was dissolved in pyridine (150 ml), the solution cooled to 0° C. and treated (dropwise) with thionyl chloride (20 ml, 0.28 mole), maintaining a temperature of <5° C. The reaction mixture was stirred overnight, filtered and ether and water added. The phases were separated and the organic phase washed with water (2×200 ml) and dried (Na2SO4). The solvent was evaporated under reduced pressure to give 1-methylene-2,2,5,5-tetramethylcyclopentane (10.8 g) which was... The reactants are C1CCOC1, Cn1nccc1-c1cc([N+](=O)[O-])ccc1OCCN1CCOCC1, [Cl-], [NH4+], O, [Zn]. Yields the product Cn1nccc1-c1cc(N)ccc1OCCN1CCOCC1. RXN SMILES: [CH2:26]1[O:27][CH2:28][CH2:29][CH2:30]1.[CH3:1][n:2]1[n:3][cH:4][cH:5][c:6]1-[c:7]1[c:8]([O:9][CH2:10][CH2:11][N:12]2[CH2:13][CH2:14][O:15][CH2:16][CH2:17]2)[cH:18][cH:19][c:20]([N+:22]([O-:23])=[O:24])[cH:21]1.[Cl-:31].[NH4+:32].[OH2:25].[Zn:33]>>[CH3:1][n:2]1[n:3][cH:4][cH:5][c:6]1-[c:7]1[c:8]([O:9][CH2:10][CH2:11][N:12]2[CH2:13][CH2:14][O:15][CH2:16][CH2:17]2)[cH:18][cH:19][c:20]([NH2:22])[cH:21]1. The reactants are C(O)([O-])=O.[Na+] (sodium hydrogen carbonate), [H-].[Na+] (sodium hydride), C(C)(C)(C)OC(=O)N1CCC(CC1)CNC(C(F)(F)F)=O (N-(1-tert-butoxycarbonylpiperidin-4-ylmethyl)trifluoroacetamide), CS(=O)(=O)OC (methyl methanesulfonate). The solvent is CN(C=O)C (N,N-dimethylformamide). Run at time 40 minute. Yields the product CN(C(C(F)(F)F)=O)CC1CCN(CC1)C(=O)OC(C)(C)C (N-methyl-N-(1-tert-butoxycarbonylpiperidin-4-ylmethyl)trifluoroacetamide). RXN SMILES: [H-].[Na+].[C:3]([O:7][C:8]([N:10]1[CH2:15][CH2:14][CH:13]([CH2:16][NH:17][C:18](=[O:23])[C:19]([F:22])([F:21])[F:20])[CH2:12][CH2:11]1)=[O:9])([CH3:6])([CH3:5])[CH3:4].[CH3:24]S(OC)(=O)=O.C(=O)([O-])O.[Na+]>CN(C)C=O>[CH3:24][N:17]([CH2:16][CH:13]1[CH2:14][CH2:15][N:10]([C:8]([O:7][C:3]([CH3:6])([CH3:4])[CH3:5])=[O:9])[CH2:11][CH2:12]1)[C:18](=[O:23])[C:19]([F:20])([F:21])[F:22] |f:0.1,4.5|. Procedure: Under nitrogen, 0.21 g (5.25 mM) of 60% sodium hydride-liquid paraffin was added to a solution of 1.51 g (4.87 mM) of N-(1-tert-butoxycarbonylpiperidin-4-ylmethyl)trifluoroacetamide in N,N-dimethylformamide (10 ml) at 0° C. and the mixture was stirred at the prevailing temperature for 40 minutes. To this reaction mixture was added 0.5 ml (5.90 mM) of methyl methanesulfonate and the mixture was stirred at room temperature for 112 hours. The mixture was further stirred at 100° C. for 2.5 hours, at... Reactants: C1CCOC1, CN, Cc1ccccc1, Cc1c(C=O)sc2c(N3CCOCC3)nc(Cl)nc12, O. RXN SMILES: [CH2:20]1[O:21][CH2:22][CH2:23][CH2:24]1.[CH3:25][NH2:26].[CH3:27][c:28]1[cH:29][cH:30][cH:31][cH:32][cH:33]1.[Cl:1][c:2]1[n:3][c:4]([N:14]2[CH2:15][CH2:16][O:17][CH2:18][CH2:19]2)[c:5]2[c:6]([n:7]1)[c:8]([CH3:13])[c:9]([CH:11]=[O:12])[s:10]2.[OH2:34]>>[Cl:1][c:2]1[n:3][c:4]([N:14]2[CH2:15][CH2:16][O:17][CH2:18][CH2:19]2)[c:5]2[c:6]([n:7]1)[c:8]([CH3:13])[c:9]([CH2:11][NH:26][CH3:25])[s:10]2. Yields the product CNCc1sc2c(N3CCOCC3)nc(Cl)nc2c1C.